The task is: describe an organic reaction: reactants, conditions, products, and yield. This data is from the Open Reaction Database (ORD), a public repository of structured organic reaction records. The reactants are NC1=CC=C2C(=CC(OC2=C1)=O)C (7-amino-4-methyl coumarin), [OH-].[Na+] (sodium hydroxide), C(=O)=O (dry ice), C(=O)(Cl)Cl (phosgene), C(=O)(Cl)Cl (phosgene), [N-]=C=O (isocyanate). Run in O1CCOCC1 (p-dioxane), C1(=CC=CC=C1)C (toluene), C1(=CC=CC=C1)C (toluene), C(Cl)(Cl)Cl (chloroform). Run at time 15 minute. Product: [N+](#[C-])C1=CC=C2C(=CC(OC2=C1)=O)C (7-Isocyano-4-methyl Coumarin). Reaction SMILES: [OH-].[Na+].[NH2:3][C:4]1[CH:13]=[C:12]2[C:7]([C:8]([CH3:15])=[CH:9][C:10](=[O:14])[O:11]2)=[CH:6][CH:5]=1.[C:16](Cl)(Cl)=O.C(=O)=O.[N-]=C=O>C1(C)C=CC=CC=1.C(Cl)(Cl)Cl.O1CCOCC1>[N+:3]([C:4]1[CH:13]=[C:12]2[C:7]([C:8]([CH3:15])=[CH:9][C:10](=[O:14])[O:11]2)=[CH:6][CH:5]=1)#[C-:16] |f:0.1|. Procedure: A three neck round bottom flask fitted with an argon inlet, an addition funnel with rubber septum, and a dry ice condenser attached to a sodium hydroxide scrubber, was heat dried while purging with argon for 10 min, and cooled to ambient temperature under argon. The apparatus was charged with 2.0 g of 7-amino-4-methyl coumarin (11.4 mMol), 100 mL p-dioxane via an oven dried syringe followed by 15 mL 20% phosgene in toluene (28.95 mMol). The mixture was refluxed strongly for 2 hr, 15 mL of 20% ph... The product is CS(=O)(=O)c1ccc(OC(F)(F)F)c(C(=O)O)c1. Reactants: O=C([O-])[O-], CI, [K+], [K+], CN(C)C=O, O=C(O)c1cc(S(=O)O)ccc1OC(F)(F)F. RXN SMILES: [C:18](=[O:19])([O-:20])[O-:21].[CH3:24][I:25].[K+:22].[K+:23].[O:26]=[CH:27][N:28]([CH3:29])[CH3:30].[S:1](=[O:2])([OH:3])[c:4]1[cH:5][cH:6][c:7]([O:13][C:14]([F:15])([F:16])[F:17])[c:8]([C:9](=[O:10])[OH:11])[cH:12]1>>[S:1](=[O:2])(=[O:3])([c:4]1[cH:5][cH:6][c:7]([O:13][C:14]([F:15])([F:16])[F:17])[c:8]([C:9](=[O:10])[OH:11])[cH:12]1)[CH3:18]. Starting materials: CC=1NC2=CC=C(C=C2C1C)C(=O)OCC (ethyl 2,3-dimethyl-1H-indole-5-carboxylate), BrCC1=CC=C(C=C1)C=1C(=CC=CC1)S(=O)(=O)NC(C)(C)C (4′-(bromomethyl)-N-(tert-butyl)-[1,1′-biphenyl]-2-sulfonamide). Product: C(C)(C)(C)NS(=O)(=O)C1=C(C=CC=C1)C1=CC=C(C=C1)CN1C(=C(C2=CC(=CC=C12)C(=O)OCC)C)C (ethyl 1-((2′-(N-(tert-butyl)sulfamoyl)-[1,1′-biphenyl]-4-yl)methyl)-2,3-dimethyl-1H-indole-5-carboxylate). RXN SMILES: [CH3:1][C:2]1[NH:3][C:4]2[C:9]([C:10]=1[CH3:11])=[CH:8][C:7]([C:12]([O:14][CH2:15][CH3:16])=[O:13])=[CH:6][CH:5]=2.Br[CH2:18][C:19]1[CH:24]=[CH:23][C:22]([C:25]2[C:26]([S:31]([NH:34][C:35]([CH3:38])([CH3:37])[CH3:36])(=[O:33])=[O:32])=[CH:27][CH:28]=[CH:29][CH:30]=2)=[CH:21][CH:20]=1>>[C:35]([NH:34][S:31]([C:26]1[CH:27]=[CH:28][CH:29]=[CH:30][C:25]=1[C:22]1[CH:23]=[CH:24][C:19]([CH2:18][N:3]2[C:4]3[C:9](=[CH:8][C:7]([C:12]([O:14][CH2:15][CH3:16])=[O:13])=[CH:6][CH:5]=3)[C:10]([CH3:11])=[C:2]2[CH3:1])=[CH:20][CH:21]=1)(=[O:33])=[O:32])([CH3:38])([CH3:37])[CH3:36]. Reported procedure: The title compound was prepared following the same general protocol as described in Step 6, Example 1, using the ethyl 2,3-dimethyl-1H-indole-5-carboxylate and 4′-(bromomethyl)-N-(tert-butyl)-[1,1′-biphenyl]-2-sulfonamide. Starting materials: N1(N=CC=C1)C1=CC=C(C=C(C(=O)OC)C(CC)=O)C=C1 (methyl 2-(4-(1H-pyrazol-1-yl)benzylidene)-3-oxopentanoate), C(C)(=O)OCC (Ethyl acetate), alkene, Intermediate 32. The reagents and catalysts are [Pd] (palladium on carbon). Solvent: C(C)O (ethanol). Reaction conditions: time 2 hour. The product is N1(N=CC=C1)C1=CC=C(CC(C(=O)OC)C(CC)=O)C=C1 (Methyl 2-(4-(1H-pyrazol-1-yl)benzyl)-3-oxopentanoate). Reaction SMILES: [N:1]1([C:6]2[CH:21]=[CH:20][C:9]([CH:10]=[C:11]([C:16](=[O:19])[CH2:17][CH3:18])[C:12]([O:14][CH3:15])=[O:13])=[CH:8][CH:7]=2)[CH:5]=[CH:4][CH:3]=[N:2]1.C(OCC)(=O)C>[Pd].C(O)C>[N:1]1([C:6]2[CH:7]=[CH:8][C:9]([CH2:10][CH:11]([C:16](=[O:19])[CH2:17][CH3:18])[C:12]([O:14][CH3:15])=[O:13])=[CH:20][CH:21]=2)[CH:5]=[CH:4][CH:3]=[N:2]1. Reported procedure: A mixture containing methyl 2-(4-(1H-pyrazol-1-yl)benzylidene)-3-oxopentanoate (mixture of alkene isomers, 3.5 g, 12 mmol, Intermediate 32: step a) and wet 10% palladium on carbon (2.6 g) in ethanol (123 mL) was stirred at 23° C. under an atmosphere of hydrogen gas (balloon pressure). After 2 hours, the reaction mixture was degassed by bubbling nitrogen gas through the solution. The degassed mixture was filtered through Celite®, rinsing with ethanol. The filtrate was concentrated to afford a col... The reactants are OCc1cccc(C=Cc2cccc(-n3cccc3)c2)c1, OCc1cccc(C=Cc2cccc(-c3cccnc3)c2)c1, OCc1cccc(CCc2cccc(-n3cccc3)c2)c1, OCc1cccc(CCc2cccc(-c3cccnc3)c2)c1, OCc1cccc(C=Cc2cccc(-c3ccsc3)c2)c1. Yields the product OCc1cccc(CCc2cccc(-c3ccsc3)c2)c1. RXN SMILES: [n:1]1(-[c:2]2[cH:3][c:4]([CH:5]=[CH:6][c:7]3[cH:8][c:9]([CH2:13][OH:14])[cH:10][cH:11][cH:12]3)[cH:15][cH:16][cH:17]2)[cH:18][cH:19][cH:20][cH:21]1.[n:22]1[cH:23][cH:24][cH:25][c:26](-[c:27]2[cH:28][c:29]([CH:30]=[CH:31][c:32]3[cH:33][c:34]([CH2:38][OH:39])[cH:35][cH:36][cH:37]3)[cH:40][cH:41][cH:42]2)[cH:43]1.[n:65]1(-[c:66]2[cH:67][c:68]([CH2:69][CH2:70][c:71]3[cH:72][c:73]([CH2:77][OH:78])[cH:74][cH:75][cH:76]3)[cH:79][cH:80][cH:81]2)[cH:82][cH:83][cH:84][cH:85]1.[n:86]1[cH:87][cH:88][cH:89][c:90](-[c:91]2[cH:92][c:93]([CH2:94][CH2:95][c:96]3[cH:97][c:98]([CH2:102][OH:103])[cH:99][cH:100][cH:101]3)[cH:104][cH:105][cH:106]2)[cH:107]1.[s:44]1[cH:45][c:46](-[c:49]2[cH:50][c:51]([CH:55]=[CH:56][c:57]3[cH:58][c:59]([CH2:60][OH:61])[cH:62][cH:63][cH:64]3)[cH:52][cH:53][cH:54]2)[cH:47][cH:48]1>>[s:44]1[cH:45][c:46](-[c:49]2[cH:50][c:51]([CH2:55][CH2:56][c:57]3[cH:58][c:59]([CH2:60][OH:61])[cH:62][cH:63][cH:64]3)[cH:52][cH:53][cH:54]2)[cH:47][cH:48]1. Reactants: CC(=O)O, Cc1cc2cccnc2[nH]1, O=S(=O)(Cl)Cl. Product: Cc1[nH]c2ncccc2c1Cl. RXN SMILES: [CH3:16][C:17](=[O:18])[OH:19].[CH3:1][c:2]1[cH:3][c:4]2[c:5]([n:6][cH:7][cH:8][cH:9]2)[nH:10]1.[S:11]([Cl:12])(=[O:13])([Cl:14])=[O:15]>>[CH3:1][c:2]1[c:3]([Cl:14])[c:4]2[c:5]([n:6][cH:7][cH:8][cH:9]2)[nH:10]1.